Dataset: the Open Reaction Database (ORD), a public repository of structured organic reaction records. Task: describe an organic reaction: reactants, conditions, products, and yield Starting materials: [N+](=O)([O-])C1=CC=C(C=C1)CC(=O)N1C(C2=CC(=C(C=C2CC1)OC)OC)C (N-(4-Nitrophenylacetyl)-1,2,3,4-tetrahydro-6,7- dimethoxy-1-methylisoquinoline), B (borane), Cl (HCl). The solvent is C1CCOC1 (THF), C1CCOC1 (THF). Run at time 1 hour. Yields the product Cl.[N+](=O)([O-])C1=CC=C(CCN2C(C3=CC=CC=C3CC2)C)C=C1 (N-(4-nitrophenethyl)-1,2,3,4-tetrahydro-1-methylisoquinoline hydrochloride). As a reaction SMILES: [N+:1]([C:4]1[CH:9]=[CH:8][C:7]([CH2:10][C:11]([N:13]2[CH2:22][CH2:21][C:20]3[C:15](=[CH:16][C:17](OC)=[C:18](OC)[CH:19]=3)[CH:14]2[CH3:27])=O)=[CH:6][CH:5]=1)([O-:3])=[O:2].B.[ClH:29]>C1COCC1>[ClH:29].[N+:1]([C:4]1[CH:9]=[CH:8][C:7]([CH2:10][CH2:11][N:13]2[CH2:22][CH2:21][C:20]3[C:15](=[CH:16][CH:17]=[CH:18][CH:19]=3)[CH:14]2[CH3:27])=[CH:6][CH:5]=1)([O-:3])=[O:2] |f:4.5|. Procedure: N-(4-Nitrophenylacetyl)-1,2,3,4-tetrahydro-6,7- dimethoxy-1-methylisoquinoline (62.9 g, 0.17 m) was added portionwise to 500 ml of 1 M borane in THF which was diluted with 500 ml THF and maintained under nitrogen. The mixture was stirred at ambient temperature for 1 hr, then heated to reflux for 4 hr. The mixture was then cooled in an ice bath and treated carefully with 20% HCl (250 ml). The mixture was refluxed for 1 hr, cooled and then the solvents evaporated on an aspirator. Water (1 liter) w... Starting materials: N(N)C1=C(C=NC=C1)C (4-Hydrazinyl-3-methylpyridine), C(C)OC=C(C#N)C#N (2-(ethoxymethylene)malononitrile). Solvent: CO (MeOH). Conditions: temperature 0 celsius, time 0.5 hour. The product is NC1=C(C=NN1C1=C(C=NC=C1)C)C#N (5-amino-1-(3-methylpyridin-4-yl)pyrazole-4-carbonitrile). As a reaction SMILES: [NH:1]([C:3]1[CH:8]=[CH:7][N:6]=[CH:5][C:4]=1[CH3:9])[NH2:2].C(O[CH:13]=[C:14]([C:17]#[N:18])[C:15]#[N:16])C>CO>[NH2:18][C:17]1[N:1]([C:3]2[CH:8]=[CH:7][N:6]=[CH:5][C:4]=2[CH3:9])[N:2]=[CH:13][C:14]=1[C:15]#[N:16]. Reported procedure: 4-Hydrazinyl-3-methylpyridine (CAS no. 114913-51-8) (700 mg, 5.68 mmol) was suspended in MeOH (30 mL) under nitrogen at −5° C. 2-(ethoxymethylene)malononitrile (694 mg, 5.68 mmol) was added portionwise over 2 mins and the mixture stirred at ˜0° C. for 0.5 hours then heated at reflux for 2 hours. The mixture was allowed to cool and was then evaporated under reduced pressure to afford the crude 5-amino-1-(3-methylpyridin-4-yl)pyrazole-4-carbonitrile which was used without further purification. 1H ... Reactants: C(C)OCC (diethyl ether), C(#N)C1=C(N)C=C(C(=C1OC1CCC1)OC)OC (2-cyano-3-cyclobutyloxy-4,5-dimethoxyaniline), C(C)(=O)N1CC2=CC=CC(=C2CC1)NS(=O)(=O)C (2-acetyl-5-methanesulfonamido-1,2,3,4-tetrahydroisoquinoline). Yields the product C1(CCC1)OC1=CC(=C(C(=C1C#N)N=C(C)N1CC2=CC=CC(=C2CC1)NS(=O)(=O)C)OC)OC (6-Cyclobutyloxy-3,4-dimethoxy-[1-(5-methanesulfonamido-1,2,3,4-tetrahydroisoquinol-2-yl)ethylideneamino]benzonitrile). The yield is 85.0%. Reaction SMILES: [C:1]([C:3]1[C:9]([O:10][CH:11]2[CH2:14][CH2:13][CH2:12]2)=[C:8](OC)[C:7]([O:17][CH3:18])=[CH:6][C:4]=1[NH2:5])#[N:2].[C:19]([N:22]1[CH2:31][CH2:30][C:29]2[C:24](=[CH:25][CH:26]=[CH:27][C:28]=2[NH:32][S:33]([CH3:36])(=[O:35])=[O:34])[CH2:23]1)(=O)[CH3:20].[CH2:37]([O:39]CC)C>>[CH:11]1([O:10][C:9]2[C:3]([C:1]#[N:2])=[C:4]([N:5]=[C:19]([N:22]3[CH2:31][CH2:30][C:29]4[C:24](=[CH:25][CH:26]=[CH:27][C:28]=4[NH:32][S:33]([CH3:36])(=[O:35])=[O:34])[CH2:23]3)[CH3:20])[C:6]([O:39][CH3:37])=[C:7]([O:17][CH3:18])[CH:8]=2)[CH2:12][CH2:13][CH2:14]1. Reported procedure: The subtitle compound was prepared from 2-cyano-3-cyclobutyloxy-4,5-dimethoxyaniline and 2-acetyl-5-methanesulfonamido-1,2,3,4-tetrahydroisoquinoline following the procedure described in Example 10(g). Trituration with diethyl ether afforded the subtitle compound as a colourless solid (85%). Rf 0.14 (ethyl acetate:hexane 1: 1, v/v). The solvent is COC(C)(C)C (t-butyl methyl ether). The reactants are ClC1=NC2=C(C=NN(C2=O)C)N1C(C1=CC=CC=C1)(C1=CC=CC=C1)C1=CC=CC=C1 (2-chloro-5-methyl-1-trityl-1,5-dihydroimidazo[4,5-d]pyridazin-4-one), N1(CCNCC1)C(=O)OC(C)(C)C (t-butyl piperazine-1-carboxylate). Product: CN1N=CC2=C(C1=O)NC(=N2)N2CCN(CC2)C(=O)OC(C)(C)C (t-Butyl 4-(6-methyl-7-oxo-6,7-dihydro-1H-imidazo[4,5-d]pyridazin-2-yl)piperazine-1-carboxylate). Isolated yield 92.1%. RXN SMILES: Cl[C:2]1[N:12](C(C2C=CC=CC=2)(C2C=CC=CC=2)C2C=CC=CC=2)[C:5]2[CH:6]=[N:7][N:8]([CH3:11])[C:9](=[O:10])[C:4]=2[N:3]=1.[N:32]1([C:38]([O:40][C:41]([CH3:44])([CH3:43])[CH3:42])=[O:39])[CH2:37][CH2:36][NH:35][CH2:34][CH2:33]1>COC(C)(C)C>[CH3:11][N:8]1[C:9](=[O:10])[C:4]2[NH:3][C:2]([N:35]3[CH2:34][CH2:33][N:32]([C:38]([O:40][C:41]([CH3:44])([CH3:43])[CH3:42])=[O:39])[CH2:37][CH2:36]3)=[N:12][C:5]=2[CH:6]=[N:7]1. Reported procedure: 69.7 g of 2-chloro-5-methyl-1-trityl-1,5-dihydroimidazo[4,5-d]pyridazin-4-one was combined with 153.4 g of t-butyl piperazine-1-carboxylate, and the mixture was stirred and heated to 100° C. under nitrogen atmosphere. When the reaction mixture became easily stirrable, the temperature was raised to 150° C. The mixture was kept at this temperature for one hour. The reaction solution allowed to cool and then suspended in 250 ml of t-butyl methyl ether. The suspended material was collected by filtra... Reaction conditions: temperature 100 celsius, time 1 hour. Starting materials: C(#N)C1=CC=C(C=C1)CCC(=O)N1CCCC2=CC(=CC=C12)NCC(C1=CC=CC=C1)C1=CC=CC=C1 (1-[3-(4-cyano-phenyl)-propionyl]-6-(2,2-diphenyl-ethylamino)-1,2,3,4-tetrahydro-quinoline), ICC(=O)OCC (ethyl iodoacetate). Yields the product C(#N)C1=CC=C(C=C1)CCC(=O)N1CCCC2=CC(=CC=C12)N(CC(=O)OCC)CC(C1=CC=CC=C1)C1=CC=CC=C1 (1-[3-(4-cyano-phenyl)-propionyl]-6-(N-ethoxycarbonylmethyl-2,2-diphenyl-ethylamino)-1,2,3,4-tetrahydro-quinoline). Reaction SMILES: [C:1]([C:3]1[CH:8]=[CH:7][C:6]([CH2:9][CH2:10][C:11]([N:13]2[C:22]3[C:17](=[CH:18][C:19]([NH:23][CH2:24][CH:25]([C:32]4[CH:37]=[CH:36][CH:35]=[CH:34][CH:33]=4)[C:26]4[CH:31]=[CH:30][CH:29]=[CH:28][CH:27]=4)=[CH:20][CH:21]=3)[CH2:16][CH2:15][CH2:14]2)=[O:12])=[CH:5][CH:4]=1)#[N:2].I[CH2:39][C:40]([O:42][CH2:43][CH3:44])=[O:41]>>[C:1]([C:3]1[CH:4]=[CH:5][C:6]([CH2:9][CH2:10][C:11]([N:13]2[C:22]3[C:17](=[CH:18][C:19]([N:23]([CH2:24][CH:25]([C:26]4[CH:27]=[CH:28][CH:29]=[CH:30][CH:31]=4)[C:32]4[CH:33]=[CH:34][CH:35]=[CH:36][CH:37]=4)[CH2:39][C:40]([O:42][CH2:43][CH3:44])=[O:41])=[CH:20][CH:21]=3)[CH2:16][CH2:15][CH2:14]2)=[O:12])=[CH:7][CH:8]=1)#[N:2]. Procedure: Prepared from 1-[3-(4-cyano-phenyl)-propionyl]-6-(2,2-diphenyl-ethylamino)-1,2,3,4-tetrahydro-quinoline (see Example 14(4)) and ethyl iodoacetate As a reaction SMILES: [CH:1]([CH2:2][CH2:3][CH3:4])=[N:5][CH2:6][CH2:7][CH2:8][CH3:9].[O:10]1[CH2:11][C:12]1([CH3:13])[CH3:14].[O:15]1[CH2:16][CH2:17][CH2:18][CH2:19]1>>[CH2:1]([CH2:2][CH2:3][CH3:4])[N:5]1[CH:6]([CH2:7][CH2:8][CH3:9])[O:10][C:12]([CH3:13])([CH3:14])[CH2:11]1. Product: CCCCN1CC(C)(C)OC1CCC. Starting materials: CCCC=NCCCC, CC1(C)CO1, C1CCOC1. Starting materials: FC1=C(OC2CC(CCC2)NC(OC(C)(C)C)=O)C=CC=C1 (tert-Butyl 3-(2-fluorophenoxy)cyclohexylcarbamate), Cl (HCl). The solvent is O1CCOCC1 (dioxane). Yields the product Cl (HCl), FC1=C(OC2CC(CCC2)N)C=CC=C1 (3-(2-fluorophenoxy)cyclohexanamine). RXN SMILES: [F:1][C:2]1[CH:22]=[CH:21][CH:20]=[CH:19][C:3]=1[O:4][CH:5]1[CH2:10][CH2:9][CH2:8][CH:7]([NH:11]C(=O)OC(C)(C)C)[CH2:6]1.[ClH:23]>O1CCOCC1>[ClH:23].[F:1][C:2]1[CH:22]=[CH:21][CH:20]=[CH:19][C:3]=1[O:4][CH:5]1[CH2:10][CH2:9][CH2:8][CH:7]([NH2:11])[CH2:6]1. Procedure details: tert-Butyl 3-(2-fluorophenoxy)cyclohexylcarbamate was stirred in a solution of HCl in dioxane (4 M) at room temperature for overnight. The product, HCl salt of 3-(2-fluorophenoxy)cyclohexanamine, was obtained after removal of solvent. Reactants: BrC(Br)(Br)Br, ClCCl, O=Cc1ccc(Cl)cc1, c1ccc(P(c2ccccc2)c2ccccc2)cc1. The product is Clc1ccc(C=C(Br)Br)cc1. As a reaction SMILES: [C:10]([Br:11])([Br:12])([Br:13])[Br:14].[CH2:34]([Cl:35])[Cl:36].[Cl:1][c:2]1[cH:3][cH:4][c:5]([CH:6]=[O:7])[cH:8][cH:9]1.[c:15]1([P:16]([c:17]2[cH:18][cH:19][cH:20][cH:21][cH:22]2)[c:23]2[cH:24][cH:25][cH:26][cH:27][cH:28]2)[cH:29][cH:30][cH:31][cH:32][cH:33]1>>[Cl:1][c:2]1[cH:3][cH:4][c:5]([CH:6]=[C:10]([Br:11])[Br:12])[cH:8][cH:9]1. Starting materials: C(C1=CC=CO1)=O (furfural), CC=1OCC(N1)(C)C (2,4,4-trimethyl-2-oxazoline). Product: CC1(COC(=N1)/C=C/C2=CC=CO2)C (4,4-Dimethyl-2(2-α-furylethenyl)-2-oxazoline). RXN SMILES: [CH:1](=O)[C:2]1[O:6][CH:5]=[CH:4][CH:3]=1.[CH3:8][C:9]1[O:10][CH2:11][C:12]([CH3:15])([CH3:14])[N:13]=1>>[CH3:14][C:12]1([CH3:15])[N:13]=[C:9](/[CH:8]=[CH:1]/[C:2]2[O:6][CH:5]=[CH:4][CH:3]=2)[O:10][CH2:11]1. Reported procedure: 4,4-Dimethyl-2(2-α-furylethenyl)-2-oxazoline (P-1906) was prepared by reacting furfural with 2,4,4-trimethyl-2-oxazoline. The product had a boiling point of 87° at 0.14 mm and the nmr spectrum and infra-red absorption spectrum were consistent with the proposed structure. The oral LD0 by adminstration to mice was 50 mg/kg; the LD50 was 212 and the LD100 was 300 mg/kg. The reactants are S1C(=CC=C1)CCN (2-Thiophen-2-yl-ethylamine), ClC(=O)OCC (ethyl chloroformate), C(=O)(O)[O-].[Na+] (NaHCO3), C(C=O)(=O)OCC (Ethyl glyoxylate), [BH-](OC(=O)C)(OC(=O)C)OC(=O)C.[Na+] (NaBH(OAc)3), C(=O)(O)[O-].[Na+] (NaHCO3). Solvent: C(Cl)Cl (DCM), CC(=O)O (HOAc), CCOC(=O)C (EtOAc), CC(=O)O (HOAc). Conditions: time 20 minute. The product is C(C)OC(CN(CCC=1SC=CC1)C(=O)OCC)=O ([Ethoxycarbonyl-(2-thiophen-2-yl-ethyl)-amino]acetic acid ethyl ester). As a reaction SMILES: [S:1]1[CH:5]=[CH:4][CH:3]=[C:2]1[CH2:6][CH2:7][NH2:8].[C:9]([O:13][CH2:14][CH3:15])(=[O:12])[CH:10]=O.[BH-](OC(C)=O)(OC(C)=O)OC(C)=O.[Na+].C([O-])(O)=O.[Na+].Cl[C:36]([O:38][CH2:39][CH3:40])=[O:37]>C(Cl)Cl.CCOC(C)=O.CC(O)=O>[CH2:14]([O:13][C:9](=[O:12])[CH2:10][N:8]([C:36]([O:38][CH2:39][CH3:40])=[O:37])[CH2:7][CH2:6][C:2]1[S:1][CH:5]=[CH:4][CH:3]=1)[CH3:15] |f:2.3,4.5|. Procedure: 2-Thiophen-2-yl-ethylamine (21.0 g, 165 mmol) was stirred in 1 liter of DCM. Ethyl glyoxylate (165 mmol, 50% in toluene) was added followed by 50 uL HOAc. The reaction was stirred for 10 minutes after which time NaBH(OAc)3 (214 mmol, 45 g) was added slowly. After 15 minutes HOAc was added (214 mmol) and the reaction was stirred for 20 minutes. The reaction was concentrated and the crude material was redissolved in 500 mL each of THF and water. NaHCO3 (42 g, 500 mmol) was added followed by ethyl ...